Task: describe an organic reaction: reactants, conditions, products, and yield. Dataset: the Open Reaction Database (ORD), a public repository of structured organic reaction records Starting materials: N#Cc1ccc(N2CCNCC2)c(Cl)c1, ClCCl, O=C(Cl)c1cc([N+](=O)[O-])ccc1N1CCOCC1. Yields the product N#Cc1ccc(N2CCN(C(=O)c3cc([N+](=O)[O-])ccc3N3CCOCC3)CC2)c(Cl)c1. Reaction SMILES: [Cl:19][c:20]1[cH:21][c:22]([C:23]#[N:24])[cH:25][cH:26][c:27]1[N:28]1[CH2:29][CH2:30][NH:31][CH2:32][CH2:33]1.[Cl:34][CH2:35][Cl:36].[O:1]1[CH2:2][CH2:3][N:4]([c:7]2[c:8]([C:9](=[O:10])[Cl:11])[cH:12][c:13]([N+:16](=[O:17])[O-:18])[cH:14][cH:15]2)[CH2:5][CH2:6]1>>[O:1]1[CH2:2][CH2:3][N:4]([c:7]2[c:8]([C:9](=[O:10])[N:31]3[CH2:30][CH2:29][N:28]([c:27]4[c:20]([Cl:19])[cH:21][c:22]([C:23]#[N:24])[cH:25][cH:26]4)[CH2:33][CH2:32]3)[cH:12][c:13]([N+:16](=[O:17])[O-:18])[cH:14][cH:15]2)[CH2:5][CH2:6]1.